Dataset: the Open Reaction Database (ORD), a public repository of structured organic reaction records. Task: describe an organic reaction: reactants, conditions, products, and yield Reactants: C1(=CC=CC=C1)[C@H]1NC(OC1)=O ((R)-4-phenyloxazolidin-2-one), S(O)(O)(=O)=O (Sulfuric acid), C(C(C)(C)C)(=O)Cl (pivaloyl chloride), FC1=C(C=CC(=C1)F)C(CCC(=O)O)=C (4-(2,4-difluorophenyl)pent-4-enoic acid). Reagents/catalysts: CN(C1=CC=NC=C1)C (4-dimethylamino pyridine). The solvent is CN(C=O)C (dimethyl formamide), ClCCl (dichloromethane), ClCCl (dichloromethane), C(C)N(CC)CC (triethylamine). Reaction conditions: temperature 12.5 celsius, time 15 minute. Yields the product FC1=C(C=CC(=C1)F)C(CCC(=O)N1C(OC[C@H]1C1=CC=CC=C1)=O)=C ((R)-3-(4-(2,4-difluorophenyl)pent-4-enoyl)-4-phenyl oxazolidin-2-one). As a reaction SMILES: [F:1][C:2]1[CH:7]=[C:6]([F:8])[CH:5]=[CH:4][C:3]=1[C:9](=[CH2:15])[CH2:10][CH2:11][C:12]([OH:14])=O.C(Cl)(=O)C(C)(C)C.[C:23]1([C@@H:29]2[CH2:33][O:32][C:31](=[O:34])[NH:30]2)[CH:28]=[CH:27][CH:26]=[CH:25][CH:24]=1.S(=O)(=O)(O)O>ClCCl.CN(C)C1C=CN=CC=1.CN(C)C=O.C(N(CC)CC)C>[F:1][C:2]1[CH:7]=[C:6]([F:8])[CH:5]=[CH:4][C:3]=1[C:9](=[CH2:15])[CH2:10][CH2:11][C:12]([N:30]1[C@H:29]([C:23]2[CH:28]=[CH:27][CH:26]=[CH:25][CH:24]=2)[CH2:33][O:32][C:31]1=[O:34])=[O:14]. Procedure details: To a solution of 4-(2,4-difluorophenyl)pent-4-enoic acid compound of formula-2 (100 g) in dichloromethane (800 ml), added triethylamine (97.4 g) at 25-30° C. and the reaction mixture was stirred for 15 minutes at the same temperature. The reaction mixture was cooled to 10-15° C. and added pivaloyl chloride (63 g) to the reaction mixture over a period of 45 minutes. Temperature of the reaction mixture was raised to 25-30° C. and the reaction mixture was stirred for 2 hours at 25-30° C. After comp... Reactants: ClCC1CN(CCO1)CC1=CC=CC=C1 (2-chloromethyl-4-benzylmorpholine), C(=O)N1CCNCC1 (N-formylpiperazine). Yields the product Cl.Cl.C(=O)N1CCN(CC1)CC1CNCCO1 (2-(4-formyl-1-piperazinylmethyl) morpholine.dihydrochloride). RXN SMILES: [Cl:1][CH2:2][CH:3]1[O:8][CH2:7][CH2:6][N:5](CC2C=CC=CC=2)[CH2:4]1.[CH:16]([N:18]1[CH2:23][CH2:22][NH:21][CH2:20][CH2:19]1)=[O:17]>>[ClH:1].[ClH:1].[CH:16]([N:18]1[CH2:23][CH2:22][N:21]([CH2:2][CH:3]2[O:8][CH2:7][CH2:6][NH:5][CH2:4]2)[CH2:20][CH2:19]1)=[O:17] |f:2.3.4|. Procedure details: By the use of 2-chloromethyl-4-benzylmorpholine and N-formylpiperazine, the reaction is similarly carried out as Reference example 2 to give 2-(4-formyl-1-piperazinylmethyl) morpholine.dihydrochloride as white crystals, melting at 243°-245° C. with decomposition. Procedure details: Lithium aluminium hydride (12.44 ml, 2 M in THF solution, 24.88 mmol) and THF (30 ml) were stirred in an ice bath under argon. A solution of 4-[3-(trifluoromethyl)-4,5,6,7-tetrahydro-1H-indazol-1-yl]benzonitrile (1.812 g, 6.22 mmol) in THF (30 ml) was added dropwise over 15 mins. Then the ice bath was removed and the reaction mixture was allowed to stir at room temperature for 1.5 hrs. Then the reaction mixture was cooled using an ice bath and quenched with water dropwise, solvent was removed un... The product is FC(C1=NN(C=2CCCCC12)C1=CC=C(C=C1)CN)(F)F (({4-[3-(trifluoromethyl)-4,5,6,7-tetrahydro-1H-indazol-1-yl]phenyl}methyl)amine). Run in C1CCOC1 (THF), C1CCOC1 (THF). As a reaction SMILES: [H-].[Al+3].[Li+].[H-].[H-].[H-].[F:7][C:8]([F:27])([F:26])[C:9]1[C:17]2[CH2:16][CH2:15][CH2:14][CH2:13][C:12]=2[N:11]([C:18]2[CH:25]=[CH:24][C:21]([C:22]#[N:23])=[CH:20][CH:19]=2)[N:10]=1>C1COCC1>[F:27][C:8]([F:7])([F:26])[C:9]1[C:17]2[CH2:16][CH2:15][CH2:14][CH2:13][C:12]=2[N:11]([C:18]2[CH:25]=[CH:24][C:21]([CH2:22][NH2:23])=[CH:20][CH:19]=2)[N:10]=1 |f:0.1.2.3.4.5|. The reactants are FC(C1=NN(C=2CCCCC12)C1=CC=C(C#N)C=C1)(F)F (4-[3-(trifluoromethyl)-4,5,6,7-tetrahydro-1H-indazol-1-yl]benzonitrile), [H-].[Al+3].[Li+].[H-].[H-].[H-] (Lithium aluminium hydride). Run at time 1.5 hour. Reactants: COC([C@@H]([C@@H](CC=C)C)N1C(C2=CC=CC=C2C1=O)=O)=O ((2R,3R)-2-(1,3-Dioxo-1,3-dihydro-isoindol-2-yl)-3-methyl-hex-5-enoic acid methyl ester). Solvent: Cl (hydrochloric acid), C(C)(=O)O (acetic acid). Yields the product N[C@@H](C(=O)O)[C@@H](CC=C)C ((2R,3R)-2-Amino-3-methyl-hex-5-enoic acid). The yield is 50.0%. As a reaction SMILES: C[O:2][C:3](=[O:21])[C@H:4]([N:10]1C(=O)C2C(=CC=CC=2)C1=O)[C@H:5]([CH3:9])[CH2:6][CH:7]=[CH2:8]>Cl.C(O)(=O)C>[NH2:10][C@H:4]([C@H:5]([CH3:9])[CH2:6][CH:7]=[CH2:8])[C:3]([OH:21])=[O:2]. Procedure: (2R,3R)-2-(1,3-Dioxo-1,3-dihydro-isoindol-2-yl)-3-methyl-hex-5-enoic acid methyl ester (2.01 g, 7.00 mmol) is dissolved in a 2:1 mixture of 6 N hydrochloric acid and glacial acetic acid (62.5 mL), and the solution is heated at reflux for 4 h. The solution is cooled to room temperature and concentrated under reduced pressure. The product is taken up in water and the solution is filtered. The filtrate is concentrated under reduced pressure and the residue is dissolved in water, then the solution i... The reactants are [Na] (sodium), C1=CC=CC2=CC=CC=C12 (naphthalene). Run at time 4 hour. The product is C1=CC=CC2=CC=CC=C12.[Na] (naphthalene sodium). RXN SMILES: [Na:1].[CH:2]1[C:11]2[C:6](=[CH:7][CH:8]=[CH:9][CH:10]=2)[CH:5]=[CH:4][CH:3]=1>>[CH:10]1[C:11]2[C:6](=[CH:5][CH:4]=[CH:3][CH:2]=2)[CH:7]=[CH:8][CH:9]=1.[Na:1] |f:2.3,^1:0,21|. Reported procedure: 1 g freshly pickled sodium and 1.28 g of pure naphthalene (Aldrich) are introduced into a dry balloon-flask of a capacity of 250 ml, under a dry nitrogen stream. 100 ml of tetrahydrofuran dried by reflux on a benzophenone-sodium complex and distilled just prior its use are then added under an atmosphere of dry nitrogen. After stirring during 4 hours at room temperature, the naphthalene-sodium complex is formed; the concentration of this complex is of 0.1 mol/liter. The product is N#CC1(c2cccc(Br)c2)CC1. Reactants: ClCCBr, N#CCc1cccc(Br)c1, CC[N+](CC)(CC)Cc1ccccc1, [Cl-], [Na+], [OH-], O. Reaction SMILES: [Br:11][CH2:12][CH2:13][Cl:14].[Br:1][c:2]1[cH:3][c:4]([CH2:5][C:6]#[N:7])[cH:8][cH:9][cH:10]1.[CH2:18]([N+:19]([CH2:20][CH3:21])([CH2:22][CH3:23])[CH2:24][CH3:25])[c:26]1[cH:27][cH:28][cH:29][cH:30][cH:31]1.[Cl-:17].[Na+:16].[OH-:15].[OH2:32]>>[Br:1][c:2]1[cH:3][c:4]([C:5]2([C:6]#[N:7])[CH2:12][CH2:13]2)[cH:8][cH:9][cH:10]1. Starting materials: N#N.C1=C(C=CC2=CC=CC=C12)S(=O)(=O)N[C@@H](CCCNC(N)=N)C(=O)N(CC(=O)O)CCCC (N2 (2-naphthylsulfonyl)-L-arginyl-N-butylglycine), O.C1(=CC=C(C=C1)S(=O)(=O)O)C (p-toluenesulfonic acid monohydrate). Procedure: A mixture of 1.2 g of N2 -(2-naphthylsulfonyl)-L-arginyl-N-butylglycine and 1.0 g of p-toluenesulfonic acid monohydrate in 5 ml of benzyl alcohol and 30 ml of benzene was refluxed for 5 hours, while removing water by azeotropic distillation. At the end of this period, the solvent was evaporated and then 100 ml of ethyl ether was added to the residue to give 1.73 g (93%) of N2 -(2-naphthylsulfonyl)-L-arginyl-N-butylglycine benzyl ester p-toluenesulfonate in the form of a powder. Yield: 94.9%. RXN SMILES: [N:1]#[N:2].[CH:3]1[C:12]2[C:7](=[CH:8][CH:9]=[CH:10][CH:11]=2)[CH:6]=[CH:5][C:4]=1[S:13]([NH:16][C@H:17]([C:25]([N:27]([CH2:32][CH2:33][CH2:34][CH3:35])[CH2:28][C:29]([OH:31])=[O:30])=[O:26])[CH2:18][CH2:19][CH2:20][NH:21][C:22](=[NH:24])[NH2:23])(=[O:15])=[O:14].O.[C:37]1([CH3:47])[CH:42]=[CH:41][C:40]([S:43]([OH:46])(=[O:45])=[O:44])=[CH:39][CH:38]=1>C(O)C1C=CC=CC=1.C1C=CC=CC=1>[N:1]#[N:2].[C:37]1([CH3:47])[CH:38]=[CH:39][C:40]([S:43]([OH:46])(=[O:44])=[O:45])=[CH:41][CH:42]=1.[CH2:47]([O:30][C:29](=[O:31])[CH2:28][N:27]([C:25](=[O:26])[C@H:17]([CH2:18][CH2:19][CH2:20][NH:21][C:22](=[NH:23])[NH2:24])[NH:16][S:13]([C:4]1[CH:5]=[CH:6][C:7]2[C:12](=[CH:11][CH:10]=[CH:9][CH:8]=2)[CH:3]=1)(=[O:14])=[O:15])[CH2:32][CH2:33][CH2:34][CH3:35])[C:37]1[CH:42]=[CH:41][CH:40]=[CH:39][CH:38]=1 |f:0.1,2.3,6.7.8|. Yields the product N#N.C1(=CC=C(C=C1)S(=O)(=O)O)C.C(C1=CC=CC=C1)OC(CN(CCCC)C([C@@H](NS(=O)(=O)C1=CC2=CC=CC=C2C=C1)CCCNC(N)=N)=O)=O (N2 (2-naphthylsulfonyl)-L-arginyl-N-butylglycine benzyl ester p-toluenesulfonate). Solvent: C(C1=CC=CC=C1)O (benzyl alcohol), C1=CC=CC=C1 (benzene). Reactants: C(C1=CC=CC=C1)N1CCC(CC1)NC=1C=C2C=NNC2=CC1 (N-(1-benzyl-4-piperidinyl)-1H-indazol-5-amine), Cl.CCOCC (hydrochloric acid ether). Run in O1CCCC1 (tetrahydrofuran). Conditions: time 30 minute. Yields the product O.Cl.Cl.C(C1=CC=CC=C1)N1CCC(CC1)NC=1C=C2C=NNC2=CC1 (N-(1-benzyl-4-piperidinyl)-1H-indazol-5-amine dihydrochloride monohydrate). Isolated yield 72.0%. RXN SMILES: [CH2:1]([N:8]1[CH2:13][CH2:12][CH:11]([NH:14][C:15]2[CH:16]=[C:17]3[C:21](=[CH:22][CH:23]=2)[NH:20][N:19]=[CH:18]3)[CH2:10][CH2:9]1)[C:2]1[CH:7]=[CH:6][CH:5]=[CH:4][CH:3]=1.[ClH:24].CC[O:27]CC>O1CCCC1>[OH2:27].[ClH:24].[ClH:24].[CH2:1]([N:8]1[CH2:13][CH2:12][CH:11]([NH:14][C:15]2[CH:16]=[C:17]3[C:21](=[CH:22][CH:23]=2)[NH:20][N:19]=[CH:18]3)[CH2:10][CH2:9]1)[C:2]1[CH:7]=[CH:6][CH:5]=[CH:4][CH:3]=1 |f:1.2,4.5.6.7|. Procedure: To a solution of N-(1-benzyl-4-piperidinyl)-1H-indazol-5-amine (3.06 g, 10.0 mmol) in tetrahydrofuran (31 ml) was added a 1N-hydrochloric acid/ether solution (25 ml) at room temperature, and stirred at room temperature for 30 minutes. The solid precipitated was collected by filtration and recrystallized from methanol to obtain N-(1-benzyl-4-piperidinyl)-1H-indazol-5-amine dihydrochloride monohydrate (2.86 g, 72%). Reaction SMILES: [CH2:1]([O:3][C:4]1[CH:12]=[CH:11][C:10]([C:13]([F:16])([F:15])[F:14])=[CH:9][C:5]=1[C:6](O)=[O:7])[CH3:2].O=S(Cl)[Cl:19]>>[CH2:1]([O:3][C:4]1[CH:12]=[CH:11][C:10]([C:13]([F:16])([F:15])[F:14])=[CH:9][C:5]=1[C:6]([Cl:19])=[O:7])[CH3:2]. Run at temperature 90 celsius. Yields the product C(C)OC1=C(C(=O)Cl)C=C(C=C1)C(F)(F)F (2-ethoxy-5-(trifluoromethyl)benzoyl chloride). The reactants are C(C)OC1=C(C(=O)O)C=C(C=C1)C(F)(F)F (2-ethoxy-5-(trifluoromethyl)benzoic acid), O=S(Cl)Cl (SOCl2). Reported procedure: A mixture of 2-ethoxy-5-(trifluoromethyl)benzoic acid (0.20 g, 0.84 mmol) and SOCl2 (5 mL) was warmed to 90° C. for 2 hours and then was cooled to ambient temperature and concentrated under reduced pressure. The crude material was diluted with 10 mL toluene and was concentrated again. This dilution/concentration was repeated two additional times to provide 2-ethoxy-5-(trifluoromethyl)benzoyl chloride that was used directly below.